This data is from the Open Reaction Database (ORD), a public repository of structured organic reaction records. The task is: describe an organic reaction: reactants, conditions, products, and yield Reactants: Cl[O-] (hypochlorite), Cl[O-] (hypochlorite), C(C)(=O)C1C(=O)OC(C1C=C(Cl)Cl)(C)CC (2-acetyl-3-(2',2'-dichlorovinyl)-4-ethyl-γ-valerolactone). Solvent: O1CCOCC1 (dioxane). RXN SMILES: C([CH:4]1[CH:9]([CH:10]=[C:11]([Cl:13])[Cl:12])[C:8]([CH2:15][CH3:16])([CH3:14])[O:7][C:5]1=[O:6])(=O)C.Cl[O-]>O1CCOCC1>[Cl:13][C:11]([Cl:12])=[CH:10][CH:9]1[C:8]([CH2:15][CH3:16])([CH3:14])[O:7][C:5](=[O:6])[CH2:4]1. Isolated yield 74.9%. Procedure details: 26.4 g (0.1 mol) of 2-acetyl-3-(2',2'-dichlorovinyl)-4-ethyl-γ-valerolactone were dissolved in 100 ml of dioxane. Technical grade hypochlorite solution was then added dropwise at 20-30° C. in an amount such that a total of 0.5 mol of hypochlorite had been added. The mixture was heated to the boil for a further 3-4 hours, any hypochlorite still present was destroyed with sodium bisulphite solution and the mixture was adjusted to pH 1 with 25% strength sulphuric acid. It was then extracted with me... Yields the product ClC(=CC1CC(=O)OC1(C)CC)Cl (3-(2',2'-dichlorovinyl)-4-ethyl-γ-valerolactone). Reaction SMILES: [CH2:1]([CH3:2])[c:3]1[cH:4][cH:5][c:6]([CH2:9][O:10][c:11]2[cH:12][c:13]([O:14][CH2:15][c:16]3[c:17]([C:18](=[O:19])[O:20][CH3:21])[c:22]([CH3:26])[cH:23][cH:24][cH:25]3)[cH:27][cH:28][cH:29]2)[n:7][cH:8]1.[CH3:30][S:31]([CH3:32])=[O:33]>>[CH2:1]([CH3:2])[c:3]1[cH:4][cH:5][c:6]([CH2:9][O:10][c:11]2[cH:12][c:13]([O:14][CH2:15][c:16]3[c:17]([C:18](=[O:19])[OH:20])[c:22]([CH3:26])[cH:23][cH:24][cH:25]3)[cH:27][cH:28][cH:29]2)[n:7][cH:8]1. The reactants are CCc1ccc(COc2cccc(OCc3cccc(C)c3C(=O)OC)c2)nc1, CS(C)=O. Product: CCc1ccc(COc2cccc(OCc3cccc(C)c3C(=O)O)c2)nc1. The reactants are COC=1C=C(C=CC1OC)NC=1C2=C(N=C(N1)C=1C=C(C(=O)O)C=CC1)SC=N2 (3-(7-(3,4-dimethoxyphenylamino)thiazolo[5,4-d]pyrimidin-5-yl)benzoic acid), NC1=CC=C(C(=O)OC(C)(C)C)C=C1 (tert-butyl 4-aminobenzoate), C(CCl)Cl (EDC). Reagents/catalysts: CN(C)C=1C=CN=CC1 (DMAP). Run in CN(C)C=O (DMF). Reaction conditions: time 2 hour. Yields the product COC=1C=C(C=CC1OC)NC=1C2=C(N=C(N1)C=1C=C(C(=O)NC3=CC=C(C(=O)OC(C)(C)C)C=C3)C=CC1)SC=N2 (tert-butyl 4-(3-(7-(3,4-dimethoxyphenylamino)thiazolo[5,4-d]pyrimidin-5-yl)benzamido)benzoate). Yield: 69.6%. RXN SMILES: [CH3:1][O:2][C:3]1[CH:4]=[C:5]([NH:11][C:12]2[C:13]3[N:29]=[CH:28][S:27][C:14]=3[N:15]=[C:16]([C:18]3[CH:19]=[C:20]([CH:24]=[CH:25][CH:26]=3)[C:21](O)=[O:22])[N:17]=2)[CH:6]=[CH:7][C:8]=1[O:9][CH3:10].[NH2:30][C:31]1[CH:43]=[CH:42][C:34]([C:35]([O:37][C:38]([CH3:41])([CH3:40])[CH3:39])=[O:36])=[CH:33][CH:32]=1.C(Cl)CCl>CN(C1C=CN=CC=1)C.CN(C=O)C>[CH3:1][O:2][C:3]1[CH:4]=[C:5]([NH:11][C:12]2[C:13]3[N:29]=[CH:28][S:27][C:14]=3[N:15]=[C:16]([C:18]3[CH:19]=[C:20]([CH:24]=[CH:25][CH:26]=3)[C:21]([NH:30][C:31]3[CH:43]=[CH:42][C:34]([C:35]([O:37][C:38]([CH3:39])([CH3:40])[CH3:41])=[O:36])=[CH:33][CH:32]=3)=[O:22])[N:17]=2)[CH:6]=[CH:7][C:8]=1[O:9][CH3:10]. Reported procedure: The mixture of 3-(7-(3,4-dimethoxyphenylamino)thiazolo[5,4-d]pyrimidin-5-yl)benzoic acid (130 mg, 0.32 mmol), tert-butyl 4-aminobenzoate (185 mg, 0.96 mmol), EDC (122 mg, 0.64 mmol) and DMAP (78 mg, 0.64 mmol) in 10 mL of DMF was stirred at room temperature for 2 hours. Excess of DMF was removed under reduced pressure and the residue was dissolved in 100 mL of ethyl acetate, washed with brine (2×10 mL), dried over anhydrous sodium sulfate. The crude residue was purified by silica gel chromatogra... Starting materials: COC(=O)C1=C(C=CC=C1)S(=O)(=O)N=C=O (2-methoxycarbonylbenzenesulfonylisocyanate), NC1=NC(=NC(=N1)C1CC1)OC (2-amino-4-cyclopropyl-6-methoxy-1,3,5-triazine). The solvent is C(Cl)Cl (CH2Cl2). Yields the product C1(CC1)C1=NC(=NC(=N1)OC)NC(=O)NS(=O)(=O)C1=C(C=CC=C1)C(=O)OC (N-(4-cyclopropyl-6-methoxy-1,3,5-triazin-2-yl)-N'-(2-methoxycarbonylbenzenesulfonyl)urea). RXN SMILES: [CH3:1][O:2][C:3]([C:5]1[CH:10]=[CH:9][CH:8]=[CH:7][C:6]=1[S:11]([N:14]=[C:15]=[O:16])(=[O:13])=[O:12])=[O:4].[NH2:17][C:18]1[N:23]=[C:22]([CH:24]2[CH2:26][CH2:25]2)[N:21]=[C:20]([O:27][CH3:28])[N:19]=1>C(Cl)Cl>[CH:24]1([C:22]2[N:21]=[C:20]([O:27][CH3:28])[N:19]=[C:18]([NH:17][C:15]([NH:14][S:11]([C:6]3[CH:7]=[CH:8][CH:9]=[CH:10][C:5]=3[C:3]([O:2][CH3:1])=[O:4])(=[O:12])=[O:13])=[O:16])[N:23]=2)[CH2:26][CH2:25]1. Procedure details: 2.1 g of 2-methoxycarbonylbenzenesulfonylisocyanate are added with stirring, under a nitrogen atmosphere, to a solution of 1.3 g of 2-amino-4-cyclopropyl-6-methoxy-1,3,5-triazine in 10 ml of CH2Cl2. A slight exothermic reaction occurs, which soon however subsides. Stirring is maintained for 14 hours at room temperature, and the solution is then caused to crystallise by the addition of ether. The precipitate is filtered off and dried. The yield is 2.3 g of the above urea, which melts at 166°-168°... The reactants are C(C=C)C=1C=C(C=CC1O)C(C)=O (3′-allyl-4′-hydroxyacetophenone), BrC(C)C1=CC=CC=C1 ((1-bromoethyl)-benzene), C(=O)([O-])[O-].[K+].[K+] (K2CO3). Solvent: CC(=O)C (acetone). The product is C(C=C)C=1C=C(C=CC1OC(C)C1=CC=CC=C1)C(C)=O (3′-allyl-4′-(1-phenylethoxy)-acetopbenone). Reaction SMILES: [CH2:1]([C:4]1[CH:5]=[C:6]([C:11](=[O:13])[CH3:12])[CH:7]=[CH:8][C:9]=1[OH:10])[CH:2]=[CH2:3].Br[CH:15]([C:17]1[CH:22]=[CH:21][CH:20]=[CH:19][CH:18]=1)[CH3:16].C([O-])([O-])=O.[K+].[K+]>CC(C)=O>[CH2:1]([C:4]1[CH:5]=[C:6]([C:11](=[O:13])[CH3:12])[CH:7]=[CH:8][C:9]=1[O:10][CH:15]([C:17]1[CH:22]=[CH:21][CH:20]=[CH:19][CH:18]=1)[CH3:16])[CH:2]=[CH2:3] |f:2.3.4|. Procedure: A solution of 3′-allyl-4′-hydroxyacetophenone (3.46 g, 19.66), (1-bromoethyl)-benzene (3.05 mL, 21.63 mmol)), and K2CO3 (4.07 g, 29.49 mmol) in acetone (100 mL) is refluxed 20 hours. The mixture is then filtered and the filtrate is concentrated in vacuo. The residue is dissolved in EtOAc (100 mL) and then washed with H2O (1×100 mL) and brine (1×100 mL), dried over MgSO4, and concentrated in vacuo. Chromatography (5:1 hexane/EtOAc) yields 3′-allyl-4′-(1-phenylethoxy)-acetopbenone. To a solution o... The reactants are CCO, Cl, NN, O=C1c2ccccc2C(=O)N1CC=CCOc1ccc(-n2ccnc2)cc1. The product is NCC=CCOc1ccc(-n2ccnc2)cc1. Reaction SMILES: [CH3:31][CH2:32][OH:33].[ClH:30].[NH2:28][NH2:29].[n:1]1(-[c:6]2[cH:7][cH:8][c:9]([O:10][CH2:11][CH:12]=[CH:13][CH2:14][N:15]3[C:16](=[O:17])[c:18]4[c:19]([cH:20][cH:21][cH:22][cH:23]4)[C:24]3=[O:25])[cH:26][cH:27]2)[cH:2][n:3][cH:4][cH:5]1>>[n:1]1(-[c:6]2[cH:7][cH:8][c:9]([O:10][CH2:11][CH:12]=[CH:13][CH2:14][NH2:15])[cH:26][cH:27]2)[cH:2][n:3][cH:4][cH:5]1. Starting materials: [BH4-].[Na+] (sodium borohydride), Cl (HCl), O=C1CC2=C(SC(=C2)S(=O)(=O)N)CC1 (5-oxo-4,5,6,7-tetrahydrobenzo[b]thiophene-2-sulfonamide), O (water). Solvent: C(C)O (ethanol), C(C)O (ethanol). Run at time 8 hour. Product: OC1CC2=C(SC(=C2)S(=O)(=O)N)CC1 (5-Hydroxy-4,5,6,7-tetrahydrobenzo[b]thiophene-2-sulfonamide). The yield is 69.8%. RXN SMILES: [O:1]=[C:2]1[CH2:14][CH2:13][C:5]2[S:6][C:7]([S:9]([NH2:12])(=[O:11])=[O:10])=[CH:8][C:4]=2[CH2:3]1.[BH4-].[Na+].O.Cl>C(O)C>[OH:1][CH:2]1[CH2:14][CH2:13][C:5]2[S:6][C:7]([S:9]([NH2:12])(=[O:11])=[O:10])=[CH:8][C:4]=2[CH2:3]1 |f:1.2|. Procedure: To a suspension of 5-oxo-4,5,6,7-tetrahydrobenzo[b]thiophene-2-sulfonamide (1.0 g, 0.0043 mole) in ethanol (30 ml) was added sodium borohydride (160 mg, 0.004 mole). The suspended solid dissolved within 10 minutes in a slightly exothermic reaction. Stirring was continued overnight at room temperature. After dilution with water (15 ml), the ethanol was stripped in vacuo. The residual aqueous solution was cooled in an ice bath and acidified with 6N HCl. The precipitate was collected, washed with w...